From a dataset of the Open Reaction Database (ORD), a public repository of structured organic reaction records. describe an organic reaction: reactants, conditions, products, and yield Solvent: CO.O (methanol water). Reaction SMILES: [OH:1][CH2:2][C:3]([C@H:5]([C@@H:7]([C@@H:9]([CH2:11][OH:12])[OH:10])O)[OH:6])=O.[CH3:13][OH:14].O.S(=O)(=O)(O)[OH:17]>CO.O>[OH:1][CH2:2][C:3]1[O:10][C:9]([CH:11]=[O:12])=[CH:7][CH:5]=1.[CH3:13][O:12][CH2:11][C:9]1[O:10][C:3]([CH:2]=[O:1])=[CH:5][CH:7]=1.[CH3:13][O:14][C:11](=[O:12])[CH2:9][CH2:7][C:5]([CH3:3])=[O:6].[C:11]([OH:12])(=[O:17])[CH2:9][CH2:7][C:5]([CH3:3])=[O:6] |f:4.5|. Run at temperature 60 celsius. Reported procedure: An amount of 200 g fructose was added to 800 mL of a mixture of methanol and water (5 vol % water) that contained 55 mmol (5.4 gr) sulphuric acid. The admixture obtained was stirred at 60° C. until all solids were dissolved in about 2 hours. The solution was cooled down and a methanol/water mixture (5 vol % water) was added until 1.0 L of an homogeneous, clear solution was obtained. After dissolving the fructose the solution obtained was passed through a plug flow reactor that was heated at diff... The product is OCC1=CC=C(C=O)O1 (5-hydroxymethylfurfural), COCC1=CC=C(C=O)O1 (5-methoxymethylfurfural), COC(CCC(=O)C)=O (methyllevulinate), C(CCC(=O)C)(=O)O (levulinic acid). The reactants are S(O)(O)(=O)=O (sulphuric acid), OCC(=O)[C@@H](O)[C@H](O)[C@H](O)CO (fructose), OCC(=O)[C@@H](O)[C@H](O)[C@H](O)CO (fructose), OCC(=O)[C@@H](O)[C@H](O)[C@H](O)CO (fructose), OCC(=O)[C@@H](O)[C@H](O)[C@H](O)CO (fructose), mixture, CO (methanol), O (water).